This data is from the Open Reaction Database (ORD), a public repository of structured organic reaction records. The task is: describe an organic reaction: reactants, conditions, products, and yield Reactants: Cl.C(C)OC(=O)[C@H]1CNC[C@@H]1C(NC1=C(C=C(C=C1)N1C(C=CC=C1)=O)F)=O ((3R,4R)-4-[2-Fluoro-4-(2-oxo-2H-pyridin-1-yl)-phenylcarbamoyl]-pyrrolidine-3-carboxylic acid ethyl ester hydrochloride), C(C)(C)N(C(C)C)CC (N,N-diisopropyl ethyl amine), CS(=O)(=O)Cl (Methanesulfonylchloride). Solvent: C(C)#N (acetonitrile). Conditions: temperature 25 celsius, time 18 hour. The product is C(C)OC(=O)[C@H]1CN(C[C@@H]1C(NC1=C(C=C(C=C1)N1C(C=CC=C1)=O)F)=O)S(=O)(=O)C ((3R,4R)-4-[2-Fluoro-4-(2-oxo-2H-pyridin-1-yl)-phenylcarbamoyl]-1-methane-sulfonyl-pyrrolidine-3-carboxylic acid ethyl ester). RXN SMILES: Cl.[CH2:2]([O:4][C:5]([C@@H:7]1[C@@H:11]([C:12](=[O:28])[NH:13][C:14]2[CH:19]=[CH:18][C:17]([N:20]3[CH:25]=[CH:24][CH:23]=[CH:22][C:21]3=[O:26])=[CH:16][C:15]=2[F:27])[CH2:10][NH:9][CH2:8]1)=[O:6])[CH3:3].C(N(CC)C(C)C)(C)C.[CH3:38][S:39](Cl)(=[O:41])=[O:40]>C(#N)C>[CH2:2]([O:4][C:5]([C@@H:7]1[C@@H:11]([C:12](=[O:28])[NH:13][C:14]2[CH:19]=[CH:18][C:17]([N:20]3[CH:25]=[CH:24][CH:23]=[CH:22][C:21]3=[O:26])=[CH:16][C:15]=2[F:27])[CH2:10][N:9]([S:39]([CH3:38])(=[O:41])=[O:40])[CH2:8]1)=[O:6])[CH3:3] |f:0.1|. Procedure: Compound 28c (3.1 g; 8 mmol) is suspended in acetonitrile (20 ml) under addition of N,N-diisopropyl ethyl amine (3.24 ml; 19 mmol). Methanesulfonylchloride (1.3 g; 11 mmol) is added and the mixture is stirred for 18 h at 25° C. The reaction mixture is evaporated to dryness and purified by silica gel chromatography. Yield: 3.5 g (102.5%), ESI-MS: m/z=450 [M−H]− Reactants: O=C1CCC(=O)N1Br, ClCCl, CSc1ccc(C(CC2CCCC2)C(=O)O)cc1, Nc1ccccn1, c1ccc(P(c2ccccc2)c2ccccc2)cc1. RXN SMILES: [Br:38][N:39]1[C:40](=[O:41])[CH2:42][CH2:43][C:44]1=[O:45].[CH2:53]([Cl:54])[Cl:55].[CH:1]1([CH2:6][CH:7]([C:8](=[O:9])[OH:10])[c:11]2[cH:12][cH:13][c:14]([S:17][CH3:18])[cH:15][cH:16]2)[CH2:2][CH2:3][CH2:4][CH2:5]1.[NH2:46][c:47]1[n:48][cH:49][cH:50][cH:51][cH:52]1.[c:19]1([P:20]([c:21]2[cH:22][cH:23][cH:24][cH:25][cH:26]2)[c:27]2[cH:28][cH:29][cH:30][cH:31][cH:32]2)[cH:33][cH:34][cH:35][cH:36][cH:37]1>>[CH:1]1([CH2:6][CH:7]([C:8](=[O:10])[NH:46][c:47]2[n:48][cH:49][cH:50][cH:51][cH:52]2)[c:11]2[cH:12][cH:13][c:14]([S:17][CH3:18])[cH:15][cH:16]2)[CH2:2][CH2:3][CH2:4][CH2:5]1. Yields the product CSc1ccc(C(CC2CCCC2)C(=O)Nc2ccccn2)cc1.